From a dataset of the Open Reaction Database (ORD), a public repository of structured organic reaction records. describe an organic reaction: reactants, conditions, products, and yield The reactants are C1(=CC=CC=C1)OC(NC=1C(=NC(=C(C1)CC)C)OC)=O (Phenyl-N-(5-ethyl-2-methoxy-6-methylpyridin-3-yl)carbamate), C(C)(=O)OC=1C=C(C=CC1)N1CCNCC1 (1-(3-acetoxyphenyl)piperazine). Product: C(C)C=1C=C(C(=NC1C)OC)NC(=O)N1CCN(CC1)C1=CC(=CC=C1)OC(C)=O (1-[(5-ethyl-2-methoxy-6-methylpyridin-3-yl)aminocarbonyl]-4-(3-acetoxyphenyl)piperazine). The yield is 87.0%. Reaction SMILES: C1(O[C:8](=[O:21])[NH:9][C:10]2[C:11]([O:19][CH3:20])=[N:12][C:13]([CH3:18])=[C:14]([CH2:16][CH3:17])[CH:15]=2)C=CC=CC=1.[C:22]([O:25][C:26]1[CH:27]=[C:28]([N:32]2[CH2:37][CH2:36][NH:35][CH2:34][CH2:33]2)[CH:29]=[CH:30][CH:31]=1)(=[O:24])[CH3:23]>>[CH2:16]([C:14]1[CH:15]=[C:10]([NH:9][C:8]([N:35]2[CH2:34][CH2:33][N:32]([C:28]3[CH:29]=[CH:30][CH:31]=[C:26]([O:25][C:22](=[O:24])[CH3:23])[CH:27]=3)[CH2:37][CH2:36]2)=[O:21])[C:11]([O:19][CH3:20])=[N:12][C:13]=1[CH3:18])[CH3:17]. Reported procedure: Phenyl-N-(5-ethyl-2-methoxy-6-methylpyridin-3-yl)carbamate and 1-(3-acetoxyphenyl)piperazine were reacted by the same way with the example 1 to obtain the titled compound. The reactants are C1CNCC(C=2NC=3C=CC=CC3C21)C(=O)OCC (ethyl 1,2,3,4,5,6-hexahydroazepino[4,5-b]indole-5-carboxylate), FC1=CC=C(C(=O)Cl)C=C1 (4-fluorobenzoyl chloride), TEA. Run in C(Cl)Cl (DCM). Run at temperature 20 celsius, time 1 hour. Yields the product C(C)OC(=O)C1CN(CCC2=C1NC=1C=CC=CC21)C(C2=CC=C(C=C2)F)=O (3-(4-fluorobenzoyl)-1,2,3,4,5,6-hexahydroazepino[4,5-b]indole-5-carboxylic acid ethyl ester). Reaction SMILES: [CH2:1]1[C:14]2[C:13]3[CH:12]=[CH:11][CH:10]=[CH:9][C:8]=3[NH:7][C:6]=2[CH:5]([C:15]([O:17][CH2:18][CH3:19])=[O:16])[CH2:4][NH:3][CH2:2]1.[F:20][C:21]1[CH:29]=[CH:28][C:24]([C:25](Cl)=[O:26])=[CH:23][CH:22]=1>C(Cl)Cl>[CH2:18]([O:17][C:15]([CH:5]1[C:6]2[NH:7][C:8]3[CH:9]=[CH:10][CH:11]=[CH:12][C:13]=3[C:14]=2[CH2:1][CH2:2][N:3]([C:25](=[O:26])[C:24]2[CH:28]=[CH:29][C:21]([F:20])=[CH:22][CH:23]=2)[CH2:4]1)=[O:16])[CH3:19]. Procedure details: To a solution of ethyl 1,2,3,4,5,6-hexahydroazepino[4,5-b]indole-5-carboxylate (0.46 g, 1.8 mmol) in DCM (6 mL) was added 4-fluorobenzoyl chloride (0.26 mL, 1.2 equiv) and TEA (0.38 mL, 1.5 equiv) and the mixture was stirred for 1 hour at 20° C. Evaporation of solvent gave a crude product, which was purified by column chromatography on silica gel eluting with MeOH-DCM (1:9) to afford 3-(4-fluorobenzoyl)-1,2,3,4,5,6-hexahydroazepino[4,5-b]indole-5-carboxylic acid ethyl ester; (543 mg, 80%) MS (ES... Reactants: NC1=C(C(=O)O)C(=CC(=C1)Cl)C(F)(F)F (2-amino-4-chloro-6-trifluoromethylbenzoic acid), ClC(Cl)(Cl)OC(OC(Cl)(Cl)Cl)=O (bis(trichloromethyl)carbonate), O (water). Run in O1CCCC1 (tetrahydrofuran). Run at time 2 hour. Product: ClC1=CC(=CC2=C1C(OC(N2)=O)=O)C(F)(F)F (5-Chloro-7-trifluoromethyl-2H-3,1-benzoxazine-2,4(1H)-dione). Reaction SMILES: [NH2:1][C:2]1[CH:10]=[C:9]([Cl:11])[CH:8]=[C:7]([C:12]([F:15])([F:14])[F:13])[C:3]=1C(O)=O.ClC(O[C:21](=[O:27])[O:22][C:23](Cl)(Cl)Cl)(Cl)Cl.[OH2:28]>O1CCCC1>[Cl:11][C:9]1[C:10]2[C:23](=[O:28])[O:22][C:21](=[O:27])[NH:1][C:2]=2[CH:3]=[C:7]([C:12]([F:13])([F:14])[F:15])[CH:8]=1. Procedure details: To a stirred solution of 2-amino-4-chloro-6-trifluoromethylbenzoic acid (0.53 g, 2.2 mM) in dry tetrahydrofuran (6 mL) under a nitrogen atmosphere was added bis(trichloromethyl)carbonate (0.218 g, 0.734 mM). The resulting solution was stirred at room temperature for 2 hr, poured into water and the resulting mixture extracted with ethyl acetate. The combined extracts were dried (MgSO4), filtered and concentrated to leave the title compound as a tan solid; MS(CI): 266 (M+H).